This data is from the Open Reaction Database (ORD), a public repository of structured organic reaction records. The task is: describe an organic reaction: reactants, conditions, products, and yield The reactants are CC(=C)CCCC(C)=O (2-methyl-1-hepten-6-one), CC(=CC=O)C (3,3-dimethyl-acrolein). The reagents and catalysts are [O-2].[Zn+2] (zinc oxide). The product is CC(C)=CC=CC(CCCC(=C)C)=O (2,10-dimethyl-2,4,10-undecatrien-6-one). Isolated yield 91.0%. Reaction SMILES: [CH3:1][C:2]([CH2:4][CH2:5][CH2:6][C:7](=[O:9])[CH3:8])=[CH2:3].[CH3:10][C:11]([CH3:15])=[CH:12][CH:13]=O>[O-2].[Zn+2]>[CH3:3][C:2](=[CH:4][CH:5]=[CH:6][C:7](=[O:9])[CH2:8][CH2:13][CH2:12][C:11]([CH3:15])=[CH2:10])[CH3:1] |f:2.3|. Reported procedure: 120 Parts of 2-methyl-1-hepten-6-one, 40 parts of 3,3-dimethyl-acrolein and 10 parts of zinc oxide are heated for 5 hours at 180° C and a pressure of 60 atmospheres. 63.5 Parts of 2,10-dimethyl-2,4,10-undecatrien-6-one having a boiling point of 120° to 123° C at 0.1 mm is obtained analogously to Example 9. The yield is 91% of theory (based on 3,3-dimethyl-acrolein) at a conversion of 78% of theory. Run in CC#N (CH3CN). Procedure details: A solution of 13 (1.02 g, 4.06 mmol, 10 equiv) in CH3CN (3.5 mL 1.16M) was treated with triphenylphosphine (1.17 g, 4.47 mmol, 1.1 equiv) and stirred at reflux for 10 h. Additional triphenylphosphine (0.532 g, 2.03 mmol, 0.5 equiv) was added to the reaction mixture and stirring was continued at reflux for 5 h. The reaction mixture was concentrated under reduced pressure and washed repeatedly with Et2O (5×10 mL washes). The remaining residue was then solubilized in the minimum volume of CH2Cl2 an... Yields the product COC(CCCCCCCCP(C1=CC=CC=C1)(C1=CC=CC=C1)C1=CC=CC=C1)=O.[Br-] (methyl-9-triphenylphosphoranyl-nonanoate bromide). RXN SMILES: [CH3:1][O:2][C:3](=[O:13])[CH2:4][CH2:5][CH2:6][CH2:7][CH2:8][CH2:9][CH2:10][CH2:11][Br:12].[C:14]1([P:20]([C:27]2[CH:32]=[CH:31][CH:30]=[CH:29][CH:28]=2)[C:21]2[CH:26]=[CH:25][CH:24]=[CH:23][CH:22]=2)[CH:19]=[CH:18][CH:17]=[CH:16][CH:15]=1>CC#N>[CH3:1][O:2][C:3](=[O:13])[CH2:4][CH2:5][CH2:6][CH2:7][CH2:8][CH2:9][CH2:10][CH2:11][PH:20]([C:21]1[CH:22]=[CH:23][CH:24]=[CH:25][CH:26]=1)([C:27]1[CH:32]=[CH:31][CH:30]=[CH:29][CH:28]=1)[C:14]1[CH:15]=[CH:16][CH:17]=[CH:18][CH:19]=1.[Br-:12] |f:3.4|. The yield is 91.0%. Reactants: COC(CCCCCCCCBr)=O (methyl-9-bromo-nonanoate), C1(=CC=CC=C1)P(C1=CC=CC=C1)C1=CC=CC=C1 (triphenylphosphine), C1(=CC=CC=C1)P(C1=CC=CC=C1)C1=CC=CC=C1 (triphenylphosphine). Starting materials: O=C(CBr)Nc1cccc(C(F)(F)F)c1, ClCCl, CC(C)(C)OC(=O)NCCN. The product is CN(CCNC(=O)OC(C)(C)C)C(=O)Nc1cccc(C(F)(F)F)c1. Reaction SMILES: [Br:12][CH2:13][C:14](=[O:15])[NH:16][c:17]1[cH:18][c:19]([C:23]([F:24])([F:25])[F:26])[cH:20][cH:21][cH:22]1.[Cl:27][CH2:28][Cl:29].[NH2:1][CH2:2][CH2:3][NH:4][C:5]([O:6][C:7]([CH3:8])([CH3:9])[CH3:10])=[O:11]>>[N:1]([CH2:2][CH2:3][NH:4][C:5]([O:6][C:7]([CH3:8])([CH3:9])[CH3:10])=[O:11])([C:14](=[O:15])[NH:16][c:17]1[cH:18][c:19]([C:23]([F:24])([F:25])[F:26])[cH:20][cH:21][cH:22]1)[CH3:28]. Reactants: COc1ccc(COC(=O)CC(=O)[O-])cc1, CCOC(C)=O, C(=NC1CCCCC1)=NC1CCCCC1, CCCc1c(CSc2nnc(N)s2)ccc(C(C)=O)c1O, Cc1ccc(S(=O)(=O)O)cc1, c1ccncc1. Yields the product CCCc1c(CSc2nnc(NC(=O)CC(=O)OCc3ccc(OC)cc3)s2)ccc(C(C)=O)c1O. As a reaction SMILES: [C:22]([CH2:23][C:24](=[O:25])[O-:26])(=[O:27])[O:28][CH2:29][c:30]1[cH:31][cH:32][c:33]([O:36][CH3:37])[cH:34][cH:35]1.[CH3:70][CH2:71][O:72][C:73](=[O:74])[CH3:75].[CH:38]1([N:39]=[C:40]=[N:41][CH:42]2[CH2:43][CH2:44][CH2:45][CH2:46][CH2:47]2)[CH2:48][CH2:49][CH2:50][CH2:51][CH2:52]1.[NH2:1][c:2]1[s:3][c:4]([S:7][CH2:8][c:9]2[c:10]([CH2:19][CH2:20][CH3:21])[c:11]([OH:18])[c:12]([C:15]([CH3:16])=[O:17])[cH:13][cH:14]2)[n:5][n:6]1.[c:53]1([CH3:54])[cH:55][cH:56][c:57]([S:58]([OH:59])(=[O:60])=[O:61])[cH:62][cH:63]1.[cH:64]1[cH:65][cH:66][n:67][cH:68][cH:69]1>>[NH:1]([c:2]1[s:3][c:4]([S:7][CH2:8][c:9]2[c:10]([CH2:19][CH2:20][CH3:21])[c:11]([OH:18])[c:12]([C:15]([CH3:16])=[O:17])[cH:13][cH:14]2)[n:5][n:6]1)[C:24]([CH2:23][C:22](=[O:27])[O:28][CH2:29][c:30]1[cH:31][cH:32][c:33]([O:36][CH3:37])[cH:34][cH:35]1)=[O:25]. Starting materials: [OH-].[K+] (potassium hydroxide), N(=O)N(C(=O)N)C (N-Nitroso-N-methylurea), C(CCCC=C)N1C(C(OC2=C1C=C(C(=C2)C)C(=O)N([C@H]2CN(CCC2)C(=O)OC(C)(C)C)C(C)C)(C)C)=O (tert-butyl (3R)-3-[[(4-hex-5-en-1-yl-2,2,7-trimethyl-3-oxo-3,4-dihydro-2H-1,4-benzoxazin-6-yl)carbonyl](isopropyl)amino]piperidine-1-carboxylate), C(Cl)(Cl)Cl.C(C)OCC (chloroform diethyl ether). Reagents/catalysts: C(C)(=O)[O-].[Pd+2].C(C)(=O)[O-] (palladium acetate). The solvent is O (water), C(C)OCC (diethyl ether). Conditions: temperature 0 celsius, time 15 minute. The product is C1(CC1)CCCCN1C(C(OC2=C1C=C(C(=C2)C)C(=O)N([C@H]2CN(CCC2)C(=O)OC(C)(C)C)C(C)C)(C)C)=O (tert-Butyl (3R)-3-[{[4-(4-cyclopropylbutyl)-2,2,7-trimethyl-3-oxo-3,4-dihydro-2H-1,4-benzoxazin-6-yl]carbonyl}(isopropyl)amino]piperidine-1-carboxylate). Yield: 81.2%. As a reaction SMILES: N(N(C)[C:4](N)=O)=O.[OH-].[K+].[CH2:10]([N:16]1[C:21]2[CH:22]=[C:23]([C:27]([N:29]([CH:43]([CH3:45])[CH3:44])[C@@H:30]3[CH2:35][CH2:34][CH2:33][N:32]([C:36]([O:38][C:39]([CH3:42])([CH3:41])[CH3:40])=[O:37])[CH2:31]3)=[O:28])[C:24]([CH3:26])=[CH:25][C:20]=2[O:19][C:18]([CH3:47])([CH3:46])[C:17]1=[O:48])[CH2:11][CH2:12][CH2:13][CH:14]=[CH2:15].C(Cl)(Cl)Cl.C(OCC)C>C(OCC)C.O.C([O-])(=O)C.[Pd+2].C([O-])(=O)C>[CH:14]1([CH2:13][CH2:12][CH2:11][CH2:10][N:16]2[C:21]3[CH:22]=[C:23]([C:27]([N:29]([CH:43]([CH3:44])[CH3:45])[C@@H:30]4[CH2:35][CH2:34][CH2:33][N:32]([C:36]([O:38][C:39]([CH3:40])([CH3:42])[CH3:41])=[O:37])[CH2:31]4)=[O:28])[C:24]([CH3:26])=[CH:25][C:20]=3[O:19][C:18]([CH3:46])([CH3:47])[C:17]2=[O:48])[CH2:4][CH2:15]1 |f:1.2,4.5,8.9.10|. Reported procedure: N-Nitroso-N-methylurea (2.62 g) was dissolved in diethyl ether (34 ml), and the mixture was added dropwise into a solution of potassium hydroxide (1.53 g) in water (9 ml) under ice-cooling, and the mixture was stirred at 0° C. for 15 minutes. Then, the obtained supernatant was added dropwise to a solution of tert-butyl (3R)-3-[[(4-hex-5-en-1-yl-2,2,7-trimethyl-3-oxo-3,4-dihydro-2H-1,4-benzoxazin-6-yl)carbonyl](isopropyl)amino]piperidine-1-carboxylate (300 mg) with palladium acetate (15 mg) in a ... Starting materials: CS(=O)(=O)Cl, Nc1ccc(C(CC2CCCC2)C(=O)Nc2nccs2)cc1, c1ccncc1. Product: CS(=O)(=O)Nc1ccc(C(CC2CCCC2)C(=O)Nc2nccs2)cc1. Reaction SMILES: [CH3:23][S:24]([Cl:25])(=[O:26])=[O:27].[NH2:1][c:2]1[cH:3][cH:4][c:5]([CH:8]([C:9](=[O:10])[NH:11][c:12]2[s:13][cH:14][cH:15][n:16]2)[CH2:17][CH:18]2[CH2:19][CH2:20][CH2:21][CH2:22]2)[cH:6][cH:7]1.[cH:28]1[cH:29][cH:30][n:31][cH:32][cH:33]1>>[NH:1]([c:2]1[cH:3][cH:4][c:5]([CH:8]([C:9](=[O:10])[NH:11][c:12]2[s:13][cH:14][cH:15][n:16]2)[CH2:17][CH:18]2[CH2:19][CH2:20][CH2:21][CH2:22]2)[cH:6][cH:7]1)[S:24]([CH3:23])(=[O:26])=[O:27].